From a dataset of the Open Reaction Database (ORD), a public repository of structured organic reaction records. describe an organic reaction: reactants, conditions, products, and yield Starting materials: C(C)(C)NC(C)C (N,N-diisopropylamine), C(CC)(=O)OCC (ethyl propionate), CC(C)(C)S(=O)N=C1COC1 (2-methyl-N-oxetan-3-ylidenepropane-2-sulfinamide), C(CCC)[Li] (Butyl lithium). The solvent is C1CCOC1 (THF), C1CCOC1 (THF), C1CCOC1 (THF). Run at temperature -78 celsius, time 1 hour. The product is C(C)(C)(C)S(=O)NC1(COC1)C(C(=O)OCC)C (Ethyl 2-{3-[(tert-butylsulfinyl)amino]oxetan-3-yl}propanoate), oil. The yield is 51.0%. Reaction SMILES: C(NC(C)C)(C)C.C([Li])CCC.[C:13]([O:17][CH2:18][CH3:19])(=[O:16])[CH2:14][CH3:15].[CH3:20][C:21]([S:24]([N:26]=[C:27]1[CH2:30][O:29][CH2:28]1)=[O:25])([CH3:23])[CH3:22]>C1COCC1>[C:21]([S:24]([NH:26][C:27]1([CH:14]([CH3:15])[C:13]([O:17][CH2:18][CH3:19])=[O:16])[CH2:30][O:29][CH2:28]1)=[O:25])([CH3:20])([CH3:22])[CH3:23]. Reported procedure: N,N-diisopropylamine (78 g, 770 mmol) was dissolved in anhydrous THF (200 mL) and cooled to −78° C. under nitrogen. Butyl lithium (2.5M solution in hexane, 297 mL, 743 mmol) was added drop-wise. The reaction was removed from the cooling bath for 30 minutes, then re-cooled to −78° C. A solution of ethyl propionate (72.8 g, 713 mmol) in anhydrous THF (200 mL) was added drop-wise and the reaction allowed to stir at room temperature for 1 hour. The reaction was cooled to −78° C. once again and a sol... Starting materials: C(C)OC(C1CCN(CC1)C(=O)OC(C)(C)C)=N (tert-butyl 4-(ethoxy(imino)methyl)piperidine-1-carboxylate), C(=O)NN (formohydrazide), hydrazide. Run in O1CCOCC1 (dioxane). Reaction conditions: temperature 80 celsius. Yields the product N1N=C(N=C1)C1CCN(CC1)C(=O)OC(C)(C)C (tert-butyl 4-(1H-1,2,4-triazol-3-yl)piperidine-1-carboxylate). The yield is 91.6%. RXN SMILES: C(O[C:4](=[NH:18])[CH:5]1[CH2:10][CH2:9][N:8]([C:11]([O:13][C:14]([CH3:17])([CH3:16])[CH3:15])=[O:12])[CH2:7][CH2:6]1)C.[CH:19]([NH:21][NH2:22])=O>O1CCOCC1>[NH:21]1[CH:19]=[N:18][C:4]([CH:5]2[CH2:6][CH2:7][N:8]([C:11]([O:13][C:14]([CH3:15])([CH3:16])[CH3:17])=[O:12])[CH2:9][CH2:10]2)=[N:22]1. Procedure details: To a stirred solution of tert-butyl 4-(ethoxy(imino)methyl)piperidine-1-carboxylate (51 g, 198.95 mmol) in dioxane (500 mL), was added formohydrazide (17.92 g, 298.43 mmol). This solution was left to stir at 40° C. overnight under N2 resulting in precipitation of a white solid (hydrazide intermediate). The reaction mixture was then heated to 80° C. for 6 h, cooled to room temperature and concentrated. The residue was dissolved in 500 mL of CH2Cl2 and 300 mL of water was added. The phases were de... The reactants are C, CC1CCC(N(CCN(C)C)C(=O)C=Cc2ccc3c(c2)OCO3)CC1, CO, [Pd]. The product is CC1CCC(N(CCN(C)C)C(=O)CCc2ccc3c(c2)OCO3)CC1. As a reaction SMILES: [C:27].[CH3:1][N:2]([CH2:3][CH2:4][N:5]([C:6]([CH:7]=[CH:8][c:9]1[cH:10][c:11]2[c:12]([cH:13][cH:14]1)[O:15][CH2:16][O:17]2)=[O:18])[CH:19]1[CH2:20][CH2:21][CH:22]([CH3:25])[CH2:23][CH2:24]1)[CH3:26].[CH3:29][OH:30].[Pd:28]>>[CH3:1][N:2]([CH2:3][CH2:4][N:5]([C:6]([CH2:7][CH2:8][c:9]1[cH:10][c:11]2[c:12]([cH:13][cH:14]1)[O:15][CH2:16][O:17]2)=[O:18])[CH:19]1[CH2:20][CH2:21][CH:22]([CH3:25])[CH2:23][CH2:24]1)[CH3:26]. Reactants: BrC(Br)(Br)Br, [Na+], O=C([O-])O, CN(C)C=O, O, C[Si](C)(C)CCOCn1ccc2c(-c3cnn(C4(CC#N)CC(CO)C4)c3)ncnc21, c1ccc(P(c2ccccc2)c2ccccc2)cc1. Yields the product C[Si](C)(C)CCOCn1ccc2c(-c3cnn(C4(CC#N)CC(CBr)C4)c3)ncnc21. RXN SMILES: [C:32]([Br:33])([Br:34])([Br:35])[Br:36].[Na+:60].[O-:56][C:57]([OH:58])=[O:59].[O:61]=[CH:62][N:63]([CH3:64])[CH3:65].[OH2:66].[OH:1][CH2:2][CH:3]1[CH2:4][C:5]([n:7]2[n:8][cH:9][c:10](-[c:12]3[c:13]4[c:14]([n:15][cH:16][n:17]3)[n:18]([CH2:21][O:22][CH2:23][CH2:24][Si:25]([CH3:26])([CH3:27])[CH3:28])[cH:19][cH:20]4)[cH:11]2)([CH2:29][C:30]#[N:31])[CH2:6]1.[c:37]1([P:38]([c:39]2[cH:40][cH:41][cH:42][cH:43][cH:44]2)[c:45]2[cH:46][cH:47][cH:48][cH:49][cH:50]2)[cH:51][cH:52][cH:53][cH:54][cH:55]1>>[CH2:2]([CH:3]1[CH2:4][C:5]([n:7]2[n:8][cH:9][c:10](-[c:12]3[c:13]4[c:14]([n:15][cH:16][n:17]3)[n:18]([CH2:21][O:22][CH2:23][CH2:24][Si:25]([CH3:26])([CH3:27])[CH3:28])[cH:19][cH:20]4)[cH:11]2)([CH2:29][C:30]#[N:31])[CH2:6]1)[Br:33]. Reactants: C(C1=CC=CC=C1)(=O)Cl (benzoyl chloride), S1C(=CC=C1)CC(=O)OCC (ethyl 2-(thiophene-2-yl)acetate). Yields the product O=C(C(C(=O)OCC)C=1SC=CC1)C1=CC=CC=C1 (Ethyl 3-Oxo-3-phenyl-2-(thiophen-2-yl)propanoate). RXN SMILES: [C:1](Cl)(=[O:8])[C:2]1[CH:7]=[CH:6][CH:5]=[CH:4][CH:3]=1.[S:10]1[CH:14]=[CH:13][CH:12]=[C:11]1[CH2:15][C:16]([O:18][CH2:19][CH3:20])=[O:17]>>[O:8]=[C:1]([C:2]1[CH:7]=[CH:6][CH:5]=[CH:4][CH:3]=1)[CH:15]([C:11]1[S:10][CH:14]=[CH:13][CH:12]=1)[C:16]([O:18][CH2:19][CH3:20])=[O:17]. Procedure details: From benzoyl chloride and ethyl 2-(thiophene-2-yl)acetate, the title compound was prepared using a similar method to the one described in Example 1.14, Step A to give a clear oil. 1H NMR (400 M Hz, CDCl3) δ ppm 1.22 (t, J=7.07 Hz, 3H), 4.16-4.26 (m, 2H), 5.88 (s, 1H), 6.96-7.02 (m, 1H), 7.07 (d, J=3.03 Hz, 1H), 7.31 (dd, J=5.18, 1.14 Hz, 1H), 7.46 (t, J=7.71 Hz, 2H), 7.57 (t, J=7.33 Hz, 1H), 7.98-8.02 (m, 2H).